Dataset: the Open Reaction Database (ORD), a public repository of structured organic reaction records. Task: describe an organic reaction: reactants, conditions, products, and yield The reactants are ClC=1C(=NOC1C1=CC=C(C=C1)C(F)(F)F)N (4-Chloro-5-(4-(trifluoromethyl)phenyl)-3-aminoisoxazole), ClC1=C(C(=O)N=C=O)C(=CC=C1)Cl (2,6-dichlorobenzoyl isocyanate). Yields the product ClC1=C(C(=O)NC(=O)NC2=NOC(=C2Cl)C2=CC=C(C=C2)C(F)(F)F)C(=CC=C1)Cl (1-(2,6-DICHLOROBENZOYL)-3-(4-CHLORO-5-(4-(TRIFLUOROMETHYL)PHENYL)-3-ISOXAZOLYL)UREA). Reaction SMILES: [Cl:1][C:2]1[C:3]([NH2:17])=[N:4][O:5][C:6]=1[C:7]1[CH:12]=[CH:11][C:10]([C:13]([F:16])([F:15])[F:14])=[CH:9][CH:8]=1.[Cl:18][C:19]1[CH:29]=[CH:28][CH:27]=[C:26]([Cl:30])[C:20]=1[C:21]([N:23]=[C:24]=[O:25])=[O:22]>>[Cl:18][C:19]1[CH:29]=[CH:28][CH:27]=[C:26]([Cl:30])[C:20]=1[C:21]([NH:23][C:24]([NH:17][C:3]1[C:2]([Cl:1])=[C:6]([C:7]2[CH:12]=[CH:11][C:10]([C:13]([F:15])([F:14])[F:16])=[CH:9][CH:8]=2)[O:5][N:4]=1)=[O:25])=[O:22]. Procedure details: 4-Chloro-5-(4-(trifluoromethyl)phenyl)-3-aminoisoxazole was reacted with 2,6-dichlorobenzoyl isocyanate to produce the desired product according to the teaching of Example 8. The identity of the product was confirmed by NMR, m.p.=237°-238° C. The reactants are CC(=O)O, O=C1C=C(O)C(=Cc2ccccc2)N1, O=N[O-], [Na+]. The product is O=NC1(O)CC(=O)NC1=Cc1ccccc1. Reaction SMILES: [CH3:19][C:20](=[O:21])[OH:22].[CH:5]([c:6]1[cH:7][cH:8][cH:9][cH:10][cH:11]1)=[C:12]1[C:13]([OH:18])=[CH:14][C:15](=[O:17])[NH:16]1.[N:1](=[O:2])[O-:3].[Na+:4]>>[N:1](=[O:3])[C:13]1([OH:18])[C:12](=[CH:5][c:6]2[cH:7][cH:8][cH:9][cH:10][cH:11]2)[NH:16][C:15](=[O:17])[CH2:14]1. Starting materials: ClC1=CC=C(C=N1)CO ((6-chloropyridin-3-yl)methanol), C(C)(C)(C)[Si](C)(C)Cl (tert-butylchlorodimethylsilane), N1C=NC=C1 (imidazole), 47A, C(=O)(C(F)(F)F)O (TFA). The solvent is CN(C)C=O (DMF), CCOCC (ether), O.CO (H2O MeOH). Run at time 5 hour. The product is [Si](C)(C)(C(C)(C)C)OCC=1C=CC(=NC1)Cl (5-((tert-Butyldimethylsilyloxy)methyl)-2-chloropyridine). Reaction SMILES: [Cl:1][C:2]1[N:7]=[CH:6][C:5]([CH2:8][OH:9])=[CH:4][CH:3]=1.[C:10]([Si:14](Cl)([CH3:16])[CH3:15])([CH3:13])([CH3:12])[CH3:11].N1C=CN=C1.C(O)(C(F)(F)F)=O>CN(C=O)C.CCOCC.O.CO>[Si:14]([O:9][CH2:8][C:5]1[CH:4]=[CH:3][C:2]([Cl:1])=[N:7][CH:6]=1)([C:10]([CH3:13])([CH3:12])[CH3:11])([CH3:16])[CH3:15] |f:6.7|. Reported procedure: To a stirred solution of (6-chloropyridin-3-yl)methanol (643 mg, 4.48 mmol) in DMF (15 mL) was added tert-butylchlorodimethylsilane (675 mg, 4.48 mmol) and imidazole (610 mg, 8.96 mmol). The reaction mixture was stirred at room temperature for 5 h, then diluted with 200 mL of ether, washed with saturated NaHCO3 solution, 10% LiCl solution, and brine. The solution was dried with anhydrous MgSO4, filtered and concentrated. The residue was purified by silica gel chromatography (hexane/EtOAc) to pro... Starting materials: C1CCOC1, O=C(Cl)c1ccc(OC(F)(F)C(F)F)cc1, CC(N)(C#N)Cn1nc2c(Cl)cc(Cl)c(Cl)c2n1. Product: CC(C#N)(Cn1nc2c(Cl)cc(Cl)c(Cl)c2n1)NC(=O)c1ccc(OC(F)(F)C(F)F)cc1. RXN SMILES: [CH2:35]1[O:36][CH2:37][CH2:38][CH2:39]1.[F:1][C:2]([CH:3]([F:4])[F:5])([O:6][c:7]1[cH:8][cH:9][c:10]([C:11](=[O:12])[Cl:13])[cH:14][cH:15]1)[F:16].[NH2:17][C:18]([C:19]#[N:20])([CH2:21][n:22]1[n:23][c:24]2[c:25]([n:26]1)[c:27]([Cl:33])[cH:28][c:29]([Cl:32])[c:30]2[Cl:31])[CH3:34]>>[F:1][C:2]([CH:3]([F:4])[F:5])([O:6][c:7]1[cH:8][cH:9][c:10]([C:11](=[O:12])[NH:17][C:18]([C:19]#[N:20])([CH2:21][n:22]2[n:23][c:24]3[c:25]([n:26]2)[c:27]([Cl:33])[cH:28][c:29]([Cl:32])[c:30]3[Cl:31])[CH3:34])[cH:14][cH:15]1)[F:16]. Reactants: C(#N)C1=CC=C(C=C1)C1CCN(CC1)C(=O)C=1C(=CC(=C(C(=O)O)C1)C1CCC1)C (5-(4-(4-cyanophenyl)piperidine-1-carbonyl)-2-cyclobutyl-4-methylbenzoic acid), C(#N)C1=CC=C(C=C1)C1CCN(CC1)C(=O)C=1C(=CC(=C(C(=O)O)C1)C1CCC1)C (5-(4-(4-cyanophenyl)piperidine-1-carbonyl)-2-cyclobutyl-4-methylbenzoic acid), CCN=C=NCCCN(C)C (EDCI), C=1C=CC2=C(C1)N=NN2O (HOBt), C(C)(C)N(CC)C(C)C (diisopropylethyl amine), CN (methyl amine). Solvent: CN(C)C=O (DMF), C(C)(=O)OCC.CO (ethyl acetate methanol), C(C)(=O)OCC (ethyl acetate). Conditions: time 12 hour. Product: C(#N)C1=CC=C(C=C1)C1CCN(CC1)C(=O)C=1C(=CC(=C(C(=O)NC)C1)C1CCC1)C (5-(4-(4-cyanophenyl)piperidine-1-carbonyl)-2-cyclobutyl-N,4-dimethylbenzamide). The yield is 54.9%. Reaction SMILES: [C:1]([C:3]1[CH:8]=[CH:7][C:6]([CH:9]2[CH2:14][CH2:13][N:12]([C:15]([C:17]3[C:18]([CH3:30])=[CH:19][C:20]([CH:26]4[CH2:29][CH2:28][CH2:27]4)=[C:21]([CH:25]=3)[C:22](O)=[O:23])=[O:16])[CH2:11][CH2:10]2)=[CH:5][CH:4]=1)#[N:2].C[CH2:32][N:33]=C=NCCCN(C)C.C1C=CC2N(O)N=NC=2C=1.C(N(C(C)C)CC)(C)C.CN>CN(C=O)C.C(OCC)(=O)C.CO.C(OCC)(=O)C>[C:1]([C:3]1[CH:4]=[CH:5][C:6]([CH:9]2[CH2:10][CH2:11][N:12]([C:15]([C:17]3[C:18]([CH3:30])=[CH:19][C:20]([CH:26]4[CH2:27][CH2:28][CH2:29]4)=[C:21]([CH:25]=3)[C:22]([NH:33][CH3:32])=[O:23])=[O:16])[CH2:13][CH2:14]2)=[CH:7][CH:8]=1)#[N:2] |f:6.7|. Procedure details: To a solution of 5-(4-(4-cyanophenyl)piperidine-1-carbonyl)-2-cyclobutyl-4-methylbenzoic acid (compound 234, 50 mg, 0.124 mmol) in DMF (2 mL) were added EDCI (36 mg, 0.186 mmol), HOBt (10 mg, 0.5 mmol), diisopropylethyl amine (54 mg, 0.434 mmol), and methyl amine (125 ul, 2.5 M in THF). The reaction mixture was stirred for 12 hours at room temperature and quenched with saturated aqueous NaHCO3 (50 mL). After extraction with ethyl acetate (2×50 mL), the combined organic layers were dried over Na2... Reactants: N[C@H](CC1=CC=C(C=C1)[N+](=O)[O-])C(=O)N[C@@H](CC1=CC=C(C=C1)[N+](=O)[O-])C(=O)OC (D-Phe(4-NO2)-Phe(4-NO2)—OMe). Reagents/catalysts: [Pd] (Pd—C). The solvent is C(C)(=O)O (acetic acid). Product: N[C@H](CC1=CC=C(C=C1)N)C(=O)N[C@@H](CC1=CC=C(C=C1)N)C(=O)OC (D-Phe(4-NH2)-Phe(4-NH2)—OMe). As a reaction SMILES: [NH2:1][C@@H:2]([C:13]([NH:15][C@H:16]([C:27]([O:29][CH3:30])=[O:28])[CH2:17][C:18]1[CH:23]=[CH:22][C:21]([N+:24]([O-])=O)=[CH:20][CH:19]=1)=[O:14])[CH2:3][C:4]1[CH:9]=[CH:8][C:7]([N+:10]([O-])=O)=[CH:6][CH:5]=1>C(O)(=O)C.[Pd]>[NH2:1][C@@H:2]([C:13]([NH:15][C@H:16]([C:27]([O:29][CH3:30])=[O:28])[CH2:17][C:18]1[CH:19]=[CH:20][C:21]([NH2:24])=[CH:22][CH:23]=1)=[O:14])[CH2:3][C:4]1[CH:9]=[CH:8][C:7]([NH2:10])=[CH:6][CH:5]=1. Procedure details: 1.0 g (1.47 mmol) Chas-D-Phe(4-NO2)-Phe(4-NO2)—OMe was dissolved in 200 ml of 90% acetic acid, mixed with 101 mg of Pd—C, purged 3× and hydrogenated overnight with hydrogen. The catalyst was filtered off and the solvent removed in vacuo. The red, viscous oil was dissolved in 8 ml of 25% solvent B, filtered through a 0.2 μm filter and purified by prep. HPLC (start at 10% B). Fractions containing the product were combined, the solvent removed in vacuo, the residue dissolved in 40% t-butanol/water ... Reactants: CNC1=CC=CC=C1 (N-methylaniline), ClCCCCCCO (6-chlorohexanol), C([O-])([O-])=O.[K+].[K+] (potassium carbonate). The reagents and catalysts are [I-].[K+] (potassium iodide). The solvent is C(CCC)O (n-butanol). Conditions: time 4 day. Product: OCCCCCCN(C1=CC=CC=C1)C (N-(6-Hydroxyhexyl)-N-methylaniline). The yield is 71.0%. As a reaction SMILES: [CH3:1][NH:2][C:3]1[CH:8]=[CH:7][CH:6]=[CH:5][CH:4]=1.Cl[CH2:10][CH2:11][CH2:12][CH2:13][CH2:14][CH2:15][OH:16].C(=O)([O-])[O-].[K+].[K+]>[I-].[K+].C(O)CCC>[OH:16][CH2:15][CH2:14][CH2:13][CH2:12][CH2:11][CH2:10][N:2]([CH3:1])[C:3]1[CH:8]=[CH:7][CH:6]=[CH:5][CH:4]=1 |f:2.3.4,5.6|. Reported procedure: A mixture of 153 g (1.43 mol) of freshly distilled N-methylaniline, 200 g (1.46 mol) 6-chlorohexanol, 200 g (1.45 mol) potassium carbonate, 6 g potassium iodide, and 750 mL n-butanol was heated at reflux under nitrogen with vigorous mechanical stirring for 4 days. The solution was cooled, filtered, and the solvent was removed at reduced pressure. The residue was distilled in vacuo to produce 210 g (71%) of a colorless oil, bp 153°-166° C. (0.10 mm). Reactants: OC1=CC=C(C=C)C=C1 (4-hydroxystyrene), C(C=C)(=O)OCC=C(C)C (3-methyl-2-butenyl acrylate). Yields the product OC1=CC=C(C=C)C=C1.C(C=C)(=O)OCC=C(C)C (4-hydroxystyrene 3-methyl-2-butenyl acrylate). RXN SMILES: [OH:1][C:2]1[CH:9]=[CH:8][C:5]([CH:6]=[CH2:7])=[CH:4][CH:3]=1.[C:10]([O:14][CH2:15][CH:16]=[C:17]([CH3:19])[CH3:18])(=[O:13])[CH:11]=[CH2:12]>>[OH:1][C:2]1[CH:9]=[CH:8][C:5]([CH:6]=[CH2:7])=[CH:4][CH:3]=1.[C:10]([O:14][CH2:15][CH:16]=[C:17]([CH3:19])[CH3:18])(=[O:13])[CH:11]=[CH2:12] |f:2.3|. Procedure details: The GPC analysis of the copolymer thus obtained revealed that its Mw and MwD were 10,600 and 1.82, respectively. Besides, the 1H-NMR spectrum analysis of the copolymer revealed that the copolymerization ratio of 4-hydroxystyrene to 3-methyl-2-butenyl acrylate was 54:46. Starting materials: CC(=O)O, CCOC(=O)CCCn1cc(C(=O)Cc2ccc3c(c2)OC(c2ccc(Cl)cc2)(c2ccc(Cl)cc2)O3)c2ccccc21, O. Product: CCOC(=O)CCCn1cc(C(=O)Cc2ccc(O)c(O)c2)c2ccccc21. RXN SMILES: [C:45]([OH:46])(=[O:47])[CH3:48].[Cl:1][c:2]1[cH:3][cH:4][c:5]([C:6]2([c:7]3[cH:8][cH:37][c:38]([Cl:39])[cH:40][cH:41]3)[O:9][c:10]3[c:11]([cH:13][cH:14][c:15]([CH2:17][C:18](=[O:19])[c:20]4[cH:21][n:22]([CH2:29][CH2:30][CH2:31][C:32](=[O:33])[O:34][CH2:35][CH3:36])[c:23]5[cH:24][cH:25][cH:26][cH:27][c:28]45)[cH:16]3)[O:12]2)[cH:42][cH:43]1.[OH2:44]>>[OH:9][c:10]1[c:11]([OH:12])[cH:13][cH:14][c:15]([CH2:17][C:18](=[O:19])[c:20]2[cH:21][n:22]([CH2:29][CH2:30][CH2:31][C:32](=[O:33])[O:34][CH2:35][CH3:36])[c:23]3[cH:24][cH:25][cH:26][cH:27][c:28]23)[cH:16]1.